From a dataset of the Open Reaction Database (ORD), a public repository of structured organic reaction records. describe an organic reaction: reactants, conditions, products, and yield Yields the product CCCc1c2c(cc(OC)c1OC)C(=O)CC(C)C2. Reaction SMILES: [CH2:21]([Cl:22])[Cl:23].[CH3:1][O:2][c:3]1[c:4]([CH2:18][CH2:19][CH3:20])[c:5]([CH2:11][CH:12]([CH2:13][C:14](=[O:15])[OH:16])[CH3:17])[cH:6][cH:7][c:8]1[O:9][CH3:10]>>[CH3:1][O:2][c:3]1[c:4]([CH2:18][CH2:19][CH3:20])[c:5]2[c:6]([cH:7][c:8]1[O:9][CH3:10])[C:14](=[O:16])[CH2:13][CH:12]([CH3:17])[CH2:11]2. Reactants: ClCCl, CCCc1c(CC(C)CC(=O)O)ccc(OC)c1OC. Starting materials: CNCCCC=C (N-methylpent-4-en-1-amine), CC([C@H](N=C=O)C(=O)OC)(C)C (methyl 3-methyl-N-(oxomethylene)-L-valinate). Run in C1CCOC1 (THF). Reaction conditions: time 2 hour. Yields the product CC([C@H](NC(=O)N(CCCC=C)C)C(=O)OC)(C)C (Methyl 3-methyl-N-{[methyl(pent-4-en-1-yl)amino]carbonyl}-L-valinate). RXN SMILES: [CH3:1][NH:2][CH2:3][CH2:4][CH2:5][CH:6]=[CH2:7].[CH3:8][C:9]([CH3:19])([CH3:18])[C@@H:10]([C:14]([O:16][CH3:17])=[O:15])[N:11]=[C:12]=[O:13]>C1COCC1>[CH3:8][C:9]([CH3:19])([CH3:18])[C@@H:10]([C:14]([O:16][CH3:17])=[O:15])[NH:11][C:12]([N:2]([CH3:1])[CH2:3][CH2:4][CH2:5][CH:6]=[CH2:7])=[O:13]. Procedure details: To a solution of N-methylpent-4-en-1-amine (ref: Org. Biomol. Chem.; EN; 2; 20; 2004; 3006-3017) (2.0 g, 21.2 mmol) in THF (20 mL) was added methyl 3-methyl-N-(oxomethylene)-L-valinate (Ref: EP 0 486 948 A2) (3.5 g, 20.2 mmol). After 2 h, the solvent was removed in vacuo and the crude material was purified on silica (40% EtOAc/hexanes) to yield the title compound. LRMS (M+H)+ 271.3